This data is from the Open Reaction Database (ORD), a public repository of structured organic reaction records. The task is: describe an organic reaction: reactants, conditions, products, and yield Reactants: [F-].C(CCC)[N+](CCCC)(CCCC)CCCC (tetrabutylammonium fluoride), [Cl-].[NH4+] (ammonium chloride), C(#N)C(CCCO[Si](C)(C)C(C)(C)C)(C(C)C)C1=CC=C(S1)C#N ([4-Cyano-5-methyl-4-(2-cyano-5-thienyl)hexyloxy]-t-butyldimethylsilane). The solvent is O1CCCC1 (tetrahydrofuran), [Cl-].[Na+].O (brine), O1CCCC1 (tetrahydrofuran). Run at temperature 0 celsius. The product is C(#N)C(CCCO)(C(C)C)C1=CC=C(S1)C#N (4-Cyano-5-methyl-4-(2-cyano-5-thienyl)hexanol). As a reaction SMILES: [C:1]([C:3]([C:18]1[S:22][C:21]([C:23]#[N:24])=[CH:20][CH:19]=1)([CH:15]([CH3:17])[CH3:16])[CH2:4][CH2:5][CH2:6][O:7][Si](C(C)(C)C)(C)C)#[N:2].[F-].C([N+](CCCC)(CCCC)CCCC)CCC.[Cl-].[NH4+]>O1CCCC1.[Cl-].[Na+].O>[C:1]([C:3]([C:18]1[S:22][C:21]([C:23]#[N:24])=[CH:20][CH:19]=1)([CH:15]([CH3:17])[CH3:16])[CH2:4][CH2:5][CH2:6][OH:7])#[N:2] |f:1.2,3.4,6.7.8|. Reported procedure: [4-Cyano-5-methyl-4-(2-cyano-5-thienyl)hexyloxy]-t-butyldimethylsilane, 452 mg 1.25 mmol, was dissolved in 10 ml tetrahydrofuran and cooled at 0° C. A solution of 1 M tetrabutylammonium fluoride in tetrahydrofuran 1.38 ml was added dropwise thereto, and then the temperature was raised to room temperature. Aqueous saturated ammonium chloride and brine were added to the reaction mixture which was then extracted with ether. The organic layer was washed with brine, dried over magnesium sulfate anhyd... The reactants are COC1=CC=C(CN)C=C1 (4-Methoxybenzylamine), FC1=C(C(=NO)Cl)C=CC(=C1I)C (2-fluoro-N-hydroxy-3-iodo-4-methylbenzimidoyl chloride), O (Water). Run in O1CCCC1 (tetrahydrofuran). Run at time 8 hour. Product: FC1=C(C(NCC2=CC=C(C=C2)OC)=NO)C=CC(=C1I)C (2-Fluoro-N′-hydroxy-3-iodo-N-(4-methoxybenzyl)-4-methylbenzimidamide). Isolated yield 85.3%. RXN SMILES: [CH3:1][O:2][C:3]1[CH:10]=[CH:9][C:6]([CH2:7][NH2:8])=[CH:5][CH:4]=1.[F:11][C:12]1[C:21]([I:22])=[C:20]([CH3:23])[CH:19]=[CH:18][C:13]=1[C:14](Cl)=[N:15][OH:16].O>O1CCCC1>[F:11][C:12]1[C:21]([I:22])=[C:20]([CH3:23])[CH:19]=[CH:18][C:13]=1[C:14](=[N:15][OH:16])[NH:8][CH2:7][C:6]1[CH:9]=[CH:10][C:3]([O:2][CH3:1])=[CH:4][CH:5]=1. Reported procedure: 4-Methoxybenzylamine (2.00 mL, 15.2 mmol) was added dropwise to a solution of 2-fluoro-N-hydroxy-3-iodo-4-methylbenzimidoyl chloride (WO2006094187, 1.46 g, 4.7 mmol) in tetrahydrofuran (20 mL) and the mixture was stirred at ambient temperature overnight. Water was added and the mixture was extracted with ethyl acetate. The organic layer was washed with brine, dried (MgSO4) and evaporated to give a semi-solid. The solid was triturated with a hexanes/diethyl ether mixture and the solid was filtere...